describe an organic reaction: reactants, conditions, products, and yield From a dataset of the Open Reaction Database (ORD), a public repository of structured organic reaction records. Reactants: CCNc1ccc2c(c1)Cc1c-2[nH]c2ccccc12, CC(=O)OC(C)=O, O. Yields the product CCN(C(C)=O)c1ccc2c(c1)Cc1c-2[nH]c2ccccc12. Reaction SMILES: [CH2:1]([CH3:2])[NH:3][c:4]1[cH:5][c:6]2[c:17]([cH:18][cH:19]1)-[c:9]1[c:8]([c:16]3[c:11]([nH:10]1)[cH:12][cH:13][cH:14][cH:15]3)[CH2:7]2.[CH3:20][C:21]([O:22][C:24]([CH3:25])=[O:26])=[O:23].[OH2:27]>>[CH2:1]([CH3:2])[N:3]([c:4]1[cH:5][c:6]2[c:17]([cH:18][cH:19]1)-[c:9]1[c:8]([c:16]3[c:11]([nH:10]1)[cH:12][cH:13][cH:14][cH:15]3)[CH2:7]2)[C:24]([CH3:25])=[O:26].